This data is from the Open Reaction Database (ORD), a public repository of structured organic reaction records. The task is: describe an organic reaction: reactants, conditions, products, and yield Reactants: ClC1=CC=C2C=CC(=NC2=C1)/C=C/C=1C=C(CO)C=CC1 (3-[2(E)-(7-chloroquinolin-2-yl)ethenyl]benzyl alcohol), hydrochloric acid ice, BrCC#N (bromoacetonitrile), C([O-])([O-])=O.[K+].[K+] (potassium carbonate). Reagents/catalysts: [OH-].[OH-].[Pd+2] (Pearlman's catalyst). Run in CO (methanol), C1(=CC=CC=C1)C (toluene). The product is C(#N)COC=1C=CC=C2C=CNC12 (7-Cyanomethoxy indole). As a reaction SMILES: Cl[C:2]1[CH:11]=[C:10]2[C:5](C=C[C:8](/[CH:12]=C/C3C=C(C=CC=3)CO)=[N:9]2)=[CH:4][CH:3]=1.Br[CH2:23][C:24]#[N:25].C(=O)([O-])[O-:27].[K+].[K+]>CO.C1(C)C=CC=CC=1.[OH-].[OH-].[Pd+2]>[C:24]([CH2:23][O:27][C:5]1[CH:4]=[CH:3][CH:2]=[C:11]2[C:10]=1[NH:9][CH:8]=[CH:12]2)#[N:25] |f:2.3.4,7.8.9|. Reported procedure: The protected 7-substituted indole (Example 34a part ii) (0.53 g, 1.75 mmol) in methanol (10 ml) and toluene (10 ml) was hydrogenated in a Parr apparatus at 50 p.s.i. for 1 hour in the presence of Pearlman's catalyst (0.33 g). The reaction mixture was filtered through Celite and the filtrate evaporated in vacuo. The crude 7-hydroxy indole was taken up in methyl ethyl ketone (20 ml), and bromoacetonitrile (0.65 g, 5.25 mmol) and anhydrous potassium carbonate (0.6 g, 4.35 mmol) added. The mixture ... Starting materials: O (water), FC1=C(C#N)C=C(C=C1)C(F)(F)F (2-fluoro-5-(trifluoromethyl)benzonitrile), C(=O)O (formic acid), O (water). The reagents and catalysts are [Ni] (Raney nickel). The solvent is C(Cl)Cl (methylene chloride). Run at time 8 hour. The product is FC1=C(C=O)C=C(C=C1)C(F)(F)F (2-Fluoro-5-(trifluoromethyl)benzaldehyde). RXN SMILES: [F:1][C:2]1[CH:9]=[CH:8][C:7]([C:10]([F:13])([F:12])[F:11])=[CH:6][C:3]=1[C:4]#N.C(O)=[O:15].O>[Ni].C(Cl)Cl>[F:1][C:2]1[CH:9]=[CH:8][C:7]([C:10]([F:13])([F:12])[F:11])=[CH:6][C:3]=1[CH:4]=[O:15]. Reported procedure: A mixture of 18.7 g (0.0988 mol) of 2-fluoro-5-(trifluoromethyl)benzonitrile (prepared according to G. C. Finger et al., Chem. Comm., 1965, 430), 398 ml of 90% formic acid, 296 ml of water and 17.5 g of Raney nickel is heated for 5 hours at reflux and is then left standing overnight. The mixture is poured into 2.5 liters of water and extraction is carried out with methylene chloride (once 1 l and two times 500 ml). Filtration, washing with water, drying over Na2SO4, filtration and distillation a... Starting materials: C(CCC)C1=C(C=CC=C1)O (butylphenol), CNC(OCC)=O (ethyl N-methylcarbamate), P(Cl)(Cl)(Cl)(Cl)Cl (phosphorus pentachloride), C1(=CC=CC=C1)C (toluene). Product: CNC(OC1=C(C=CC=C1)C(C)CC)=O (2-SEC BUTYLPHENYL N-METHYLCARBAMATE). RXN SMILES: [CH2:1]([C:5]1[CH:10]=[CH:9][CH:8]=[CH:7][C:6]=1[OH:11])[CH2:2][CH2:3]C.[CH3:12][NH:13][C:14](=O)[O:15]CC.P(Cl)(Cl)(Cl)(Cl)Cl.[C:25]1(C)C=CC=CC=1>>[CH3:12][NH:13][C:14](=[O:15])[O:11][C:6]1[CH:7]=[CH:8][CH:9]=[CH:10][C:5]=1[CH:1]([CH2:2][CH3:3])[CH3:25]. Procedure details: To a solution of 2-sec butylphenol (1.5 g, 0.01 mole) and ethyl N-methylcarbamate (1.03 g, 0.01 mole), along with phosphorus pentachloride (1.05 g, 0.05 mole) in toluene (10 ml) was stirred at 28° C. and afterwards it was refluxed for 7 hours and worked up as usual to get the title compound.